From a dataset of the Open Reaction Database (ORD), a public repository of structured organic reaction records. describe an organic reaction: reactants, conditions, products, and yield Starting materials: COC([C@@H](N)CC1=CC=C(C=C1)NC(=O)C1=C(C=CC=C1Cl)Cl)=O (4-[[(2,6-dichlorophenyl)carbonyl]amino]-L-phenylalanine methyl ester), COC1=C(C(=O)O)C=CC=C1 (2-methoxybenzoic acid). The product is COC([C@@H](NC(=O)C1=C(C=CC=C1)OC)CC1=CC=C(C=C1)NC(=O)C1=C(C=CC=C1Cl)Cl)=O (4-[[(2,6-Dichlorophenyl)carbonyl]amino]-N-[(2-methoxyphenyl)carbonyl]-L-phenylalanine methyl ester). RXN SMILES: [CH3:1][O:2][C:3](=[O:24])[C@H:4]([CH2:6][C:7]1[CH:12]=[CH:11][C:10]([NH:13][C:14]([C:16]2[C:21]([Cl:22])=[CH:20][CH:19]=[CH:18][C:17]=2[Cl:23])=[O:15])=[CH:9][CH:8]=1)[NH2:5].[CH3:25][O:26][C:27]1[CH:35]=[CH:34][CH:33]=[CH:32][C:28]=1[C:29](O)=[O:30]>>[CH3:1][O:2][C:3](=[O:24])[C@H:4]([CH2:6][C:7]1[CH:8]=[CH:9][C:10]([NH:13][C:14]([C:16]2[C:21]([Cl:22])=[CH:20][CH:19]=[CH:18][C:17]=2[Cl:23])=[O:15])=[CH:11][CH:12]=1)[NH:5][C:29]([C:28]1[CH:32]=[CH:33][CH:34]=[CH:35][C:27]=1[O:26][CH3:25])=[O:30]. Reported procedure: 4-[[(2,6-Dichlorophenyl)carbonyl]amino]-N-[(2-methoxyphenyl)carbonyl]-L-phenylalanine methyl ester was prepared from 4-[[(2,6-dichlorophenyl)carbonyl]amino]-L-phenylalanine methyl ester and 2-methoxybenzoic acid using the general procedure described in example 3. HR MS: Obs. mass. 501.0984. Calcd. mass. 501.0984 (M+H).